From a dataset of the Open Reaction Database (ORD), a public repository of structured organic reaction records. describe an organic reaction: reactants, conditions, products, and yield Starting materials: Cl (hydrochloric acid), ClC1=CC=C(C=C1)C=1C=CC(=C(C1)Br)CC (5-(4-chlorophenyl)-2-ethyl-1-bromobenzene), COB(OC)OC (trimethylborate), C(CCC)[Li] (n-Butyllithium). Solvent: C1CCOC1 (THF). Conditions: temperature -78 celsius. Product: ClC1=CC=C(C=C1)C=1C=CC(=C(C1)B(O)O)C (5-(4-chloro-phenyl)-2-methylphenylboronic acid). Isolated yield 73.0%. Reaction SMILES: [Cl:1][C:2]1[CH:7]=[CH:6][C:5]([C:8]2[CH:9]=[CH:10][C:11]([CH2:15]C)=[C:12](Br)[CH:13]=2)=[CH:4][CH:3]=1.C([Li])CCC.C[O:23][B:24](OC)[O:25]C.Cl>C1COCC1>[Cl:1][C:2]1[CH:7]=[CH:6][C:5]([C:8]2[CH:9]=[CH:10][C:11]([CH3:15])=[C:12]([B:24]([OH:25])[OH:23])[CH:13]=2)=[CH:4][CH:3]=1. Procedure: 5-(4-chlorophenyl)-2-ethyl-1-bromobenzene (10 g, 0.03 mol) is dissolved in THF (250 ml), and the temperature is brought to −78° C. n-Butyllithium (1.33 molar solution in hexanes, 34.6 ml,) is added dropwise over 30 minutes, maintaining the temperature at around −78° C. The reaction mixture is stirred for one and half hours, then trimethylborate (4.9 g, 0.05 mol) is added dropwise and the reaction mixture stirred for two hours. A solution of 2N aqueous hydrochloric acid (100 ml) is added dropwise... Reactants: ClCCl, O=S(=O)(Cl)c1ccc(F)cc1F, NCCO, [Na+], [OH-]. The product is O=S(=O)(NCCO)c1ccc(F)cc1F. As a reaction SMILES: [Cl:17][CH2:18][Cl:19].[F:1][c:2]1[c:3]([S:9](=[O:10])(=[O:11])[Cl:12])[cH:4][cH:5][c:6]([F:8])[cH:7]1.[NH2:13][CH2:14][CH2:15][OH:16].[Na+:21].[OH-:20]>>[F:1][c:2]1[c:3]([S:9](=[O:10])(=[O:11])[NH:13][CH2:14][CH2:15][OH:16])[cH:4][cH:5][c:6]([F:8])[cH:7]1. The reactants are BrC=1C=C2C(=C(C=NC2=CC1)C(C)=O)Cl (1-(6-bromo-4-chloroquinolin-3-yl)ethanone), Cl.Cl.CN(C)C[C@@H]1CC[C@H](CC1)N (trans-4-((dimethylamino)methyl)cyclohexanamine dihydrochloride). The product is BrC=1C=C2C(=C(C=NC2=CC1)C(C)=O)N[C@@H]1CC[C@H](CC1)CN(C)C (1-(6-bromo-4-((trans-4-((dimethylamino)methyl)cyclohexyl)amino)quinolin-3-yl)ethanone). Yield: 40.9%. RXN SMILES: [Br:1][C:2]1[CH:3]=[C:4]2[C:9](=[CH:10][CH:11]=1)[N:8]=[CH:7][C:6]([C:12](=[O:14])[CH3:13])=[C:5]2Cl.Cl.Cl.[CH3:18][N:19]([CH2:21][C@H:22]1[CH2:27][CH2:26][C@H:25]([NH2:28])[CH2:24][CH2:23]1)[CH3:20]>>[Br:1][C:2]1[CH:3]=[C:4]2[C:9](=[CH:10][CH:11]=1)[N:8]=[CH:7][C:6]([C:12](=[O:14])[CH3:13])=[C:5]2[NH:28][C@H:25]1[CH2:26][CH2:27][C@H:22]([CH2:21][N:19]([CH3:20])[CH3:18])[CH2:23][CH2:24]1 |f:1.2.3|. Reported procedure: Following general procedure C, 1-(6-bromo-4-chloroquinolin-3-yl)ethanone (256 mg, 0.90 mmol) was reacted with trans-4-((dimethylamino)methyl)cyclohexanamine dihydrochloride (320 mg, 1.40 mmol) to afford the desired product (149 mg, 70%) as a light orange solid. ESI MS m/z 404 [C20H26BrN3O+H]+ Isolated yield 61.8%. Reaction conditions: time 16 hour. Procedure: An aqueous 1N solution of sodium hydroxide (0.6 mL, 0.6 mmol) was added to a suspension of rac.-(Z)-2-[[2-chloro-4-[(E)-1-hydroxy-3-(3-hydroxyphenyl)prop-2-en-1-yl]benzoyl]amino]-3-(quinolin-3-yl)propenoic acid methyl ester (Example 230; 95 mg, 0.184 mmol) in water (2 mL). The reaction mixture was stirred at room temperature for 16 h and then acidified with 1N hydrochloric acid solution (0.6 mL). The mixture was stirred for 1 h, then the solid was filtered off, washed with water, dried and purif... Product: ClC1=C(C(=O)N\C(\C(=O)O)=C/C=2C=NC3=CC=CC=C3C2)C=CC(=C1)C(\C=C\C1=CC(=CC=C1)O)O (rac.-(Z)-2-[[2-chloro-4-[(E)-1-hydroxy-3-(3-hydroxyphenyl)prop-2-en-1-yl]benzoyl]amino]-3-(quinolin-3-yl)propenoic acid). Starting materials: Cl (hydrochloric acid), solution, [OH-].[Na+] (sodium hydroxide), COC(/C(=C/C=1C=NC2=CC=CC=C2C1)/NC(C1=C(C=C(C=C1)C(\C=C\C1=CC(=CC=C1)O)O)Cl)=O)=O (rac.-(Z)-2-[[2-chloro-4-[(E)-1-hydroxy-3-(3-hydroxyphenyl)prop-2-en-1-yl]benzoyl]amino]-3-(quinolin-3-yl)propenoic acid methyl ester). Reaction SMILES: [OH-].[Na+].C[O:4][C:5](=[O:39])/[C:6](/[NH:18][C:19](=[O:38])[C:20]1[CH:25]=[CH:24][C:23]([CH:26]([OH:36])/[CH:27]=[CH:28]/[C:29]2[CH:34]=[CH:33][CH:32]=[C:31]([OH:35])[CH:30]=2)=[CH:22][C:21]=1[Cl:37])=[CH:7]/[C:8]1[CH:9]=[N:10][C:11]2[C:16]([CH:17]=1)=[CH:15][CH:14]=[CH:13][CH:12]=2.Cl>O>[Cl:37][C:21]1[CH:22]=[C:23]([CH:26]([OH:36])/[CH:27]=[CH:28]/[C:29]2[CH:34]=[CH:33][CH:32]=[C:31]([OH:35])[CH:30]=2)[CH:24]=[CH:25][C:20]=1[C:19]([NH:18]/[C:6](=[CH:7]\[C:8]1[CH:9]=[N:10][C:11]2[C:16]([CH:17]=1)=[CH:15][CH:14]=[CH:13][CH:12]=2)/[C:5]([OH:39])=[O:4])=[O:38] |f:0.1|. The solvent is O (water). Reactants: 1,8-diazabicyclo[5,4,0]under-7-ene, C(C1=CC=CC=C1)C1=CC=NC=C1C(=S)O (4-benzylthionicotinic acid), CI (methyl iodide). Run in O (water), C(C)#N (acetonitrile). Conditions: time 7 hour. Product: C(C1=CC=CC=C1)C1=CC=NC=C1C(=S)OC (Methyl 4-benzylthionicotinate). As a reaction SMILES: [CH2:1]([C:8]1[C:13]([C:14]([OH:16])=[S:15])=[CH:12][N:11]=[CH:10][CH:9]=1)[C:2]1[CH:7]=[CH:6][CH:5]=[CH:4][CH:3]=1.[CH3:17]I>C(#N)C.O>[CH2:1]([C:8]1[C:13]([C:14]([O:16][CH3:17])=[S:15])=[CH:12][N:11]=[CH:10][CH:9]=1)[C:2]1[CH:3]=[CH:4][CH:5]=[CH:6][CH:7]=1. Procedure: A suspension of 2.45 g (0.01 mole) of 4-benzylthionicotinic acid in 35 mL of dry acetonitrile was treated with 1.52 g (0.01 mole) of 1,8-diazabicyclo[5,4,0]under-7-ene (DBU). 1.7 g (0.01 mole) of methyl iodide was added and stirring was continued for 7 hours. The reaction was carefully diluted with water to crystallize 430 mg of methyl 4-benzylthionicotinate which melted at 98°-99° C. Starting materials: ClC=1C=C(C=C(C1O)Cl)C=1CCC(NN1)=O (6-(3,5-dichloro-4-hydroxyphenyl)-4,5-dihydro-3(2H)pyridazinone). Solvent: C(C)(=O)O (acetic acid). Yields the product ClC=1C=C(C=C(C1O)Cl)C=1C=CC(NN1)=O (6-(3,5-dichloro-4-hydroxyphenyl)-3(2H)pyridazinone). RXN SMILES: [Cl:1][C:2]1[CH:3]=[C:4]([C:10]2[CH2:11][CH2:12][C:13](=[O:16])[NH:14][N:15]=2)[CH:5]=[C:6]([Cl:9])[C:7]=1[OH:8]>C(O)(=O)C>[Cl:1][C:2]1[CH:3]=[C:4]([C:10]2[CH:11]=[CH:12][C:13](=[O:16])[NH:14][N:15]=2)[CH:5]=[C:6]([Cl:9])[C:7]=1[OH:8]. Procedure: 3 In acetic acid heated to 70° C. was suspended 4.3 g. of 6-(3,5-dichloro-4-hydroxyphenyl)-4,5-dihydro-3(2H)pyridazinone. The resulting suspension was then treated in the manner as in Example 1 - 3 to give 3.7 g. of the desired product of m.p. above 300° C. Starting materials: ClC1=C(C(=O)NC=2C=CC=C3C(=CC=NC23)NN)C(=CC=C1)Cl (8-(2,6-dichlorobenzoylamino)-4-hydrazinoquinoline), C(C(=C)C)(=O)O (methacrylic acid), 1-ethyl-3-(3-dimethylaminopropyl)-arbodiimide hydrochloride, ON1N=NC2=C1C=CC=C2 (1-hydroxybenzotriazole). The solvent is CN(C=O)C (dimethylformamide), C(C)(=O)OCC (ethyl acetate). Run at time 4.5 hour. The product is ClC1=C(C(=O)NC=2C=CC=C3C(=CC=NC23)NNC(C(=C)C)=O)C(=CC=C1)Cl (8-(2,6-dichlorobenzoylamino)-4-(2-methacryloylhydrazino)quinoline). Isolated yield 79.4%. Reaction SMILES: [Cl:1][C:2]1[CH:22]=[CH:21][CH:20]=[C:19]([Cl:23])[C:3]=1[C:4]([NH:6][C:7]1[CH:8]=[CH:9][CH:10]=[C:11]2[C:16]=1[N:15]=[CH:14][CH:13]=[C:12]2[NH:17][NH2:18])=[O:5].[C:24](O)(=[O:28])[C:25]([CH3:27])=[CH2:26].ON1C2C=CC=CC=2N=N1>CN(C)C=O.C(OCC)(=O)C>[Cl:1][C:2]1[CH:22]=[CH:21][CH:20]=[C:19]([Cl:23])[C:3]=1[C:4]([NH:6][C:7]1[CH:8]=[CH:9][CH:10]=[C:11]2[C:16]=1[N:15]=[CH:14][CH:13]=[C:12]2[NH:17][NH:18][C:24](=[O:28])[C:25]([CH3:27])=[CH2:26])=[O:5]. Procedure: A mixture of 8-(2,6-dichlorobenzoylamino)-4-hydrazinoquinoline (200 mg), methacrylic acid (54.5 mg), 1-ethyl-3-(3-dimethylaminopropyl)-arbodiimide hydrochloride (133 mg) and 1-hydroxybenzotriazole (93.4 mg) in dimethylformamide (4 ml) was stirred for 4.5 hours at ambient temperature. The mixture was diluted with ethyl acetate and washed with water, saturated sodium bicarbonate solution and brine. The insoluble materials were collected by filtration and recrystallized from ethanol to give 8-(2,6-...